describe an organic reaction: reactants, conditions, products, and yield From a dataset of the Open Reaction Database (ORD), a public repository of structured organic reaction records. Reactants: Cl, COC1(c2cc(F)cc(Sc3ccc4c(c3)OCCC4=O)c2)CCOCC1, NO, c1ccncc1. Yields the product COC1(c2cc(F)cc(Sc3ccc4c(c3)OCCC4=NO)c2)CCOCC1. RXN SMILES: [ClH:28].[F:1][c:2]1[cH:3][c:4]([C:20]2([O:26][CH3:27])[CH2:21][CH2:22][O:23][CH2:24][CH2:25]2)[cH:5][c:6]([S:8][c:9]2[cH:10][cH:11][c:12]3[c:17]([cH:18]2)[O:16][CH2:15][CH2:14][C:13]3=[O:19])[cH:7]1.[NH2:29][OH:30].[cH:31]1[cH:32][cH:33][n:34][cH:35][cH:36]1>>[F:1][c:2]1[cH:3][c:4]([C:20]2([O:26][CH3:27])[CH2:21][CH2:22][O:23][CH2:24][CH2:25]2)[cH:5][c:6]([S:8][c:9]2[cH:10][cH:11][c:12]3[c:17]([cH:18]2)[O:16][CH2:15][CH2:14][C:13]3=[N:29][OH:30])[cH:7]1. The reactants are C(=O)(OC(C)(C)C)N1CCN(CCC1)C=1C=C(C=2N(C3=CC=C(C=C3SC2C1)Br)C(=O)OC(C)(C)C)F (3-(4-Boc-1,4-diazepan-1-yl)-1-fluoro-7-bromo-10-Boc-phenothiazine), C1(=CC=CC=C1)C (toluene), C=1C=CC(=CC1)P(C=2C=CC=CC2)C3=CC=C4C=CC=CC4=C3C5=C6C=CC=CC6=CC=C5P(C=7C=CC=CC7)C=8C=CC=CC8 (BINAP), C(=O)([O-])[O-].[Cs+].[Cs+] (Cs2CO3), N1CCOCC1 (morpholine). The product is C(=O)(OC(C)(C)C)N1CCN(CCC1)C=1C=C(C=2N(C3=CC=C(C=C3SC2C1)N1CCOCC1)C(=O)OC(C)(C)C)F (3-(4-Boc-1,4-diazepan-1-yl)-7-morpholino-1-fluoro-10-Boc-phenothiazine). Reaction SMILES: [C:1]([N:8]1[CH2:14][CH2:13][CH2:12][N:11]([C:15]2[CH:16]=[C:17]([F:37])[C:18]3[N:19]([C:30]([O:32][C:33]([CH3:36])([CH3:35])[CH3:34])=[O:31])[C:20]4[C:25]([S:26][C:27]=3[CH:28]=2)=[CH:24][C:23](Br)=[CH:22][CH:21]=4)[CH2:10][CH2:9]1)([O:3][C:4]([CH3:7])([CH3:6])[CH3:5])=[O:2].C1(C)C=CC=CC=1.C1C=CC(P(C2C(C3C(P(C4C=CC=CC=4)C4C=CC=CC=4)=CC=C4C=3C=CC=C4)=C3C(C=CC=C3)=CC=2)C2C=CC=CC=2)=CC=1.C([O-])([O-])=O.[Cs+].[Cs+].[NH:97]1[CH2:102][CH2:101][O:100][CH2:99][CH2:98]1>>[C:1]([N:8]1[CH2:14][CH2:13][CH2:12][N:11]([C:15]2[CH:16]=[C:17]([F:37])[C:18]3[N:19]([C:30]([O:32][C:33]([CH3:36])([CH3:35])[CH3:34])=[O:31])[C:20]4[C:25]([S:26][C:27]=3[CH:28]=2)=[CH:24][C:23]([N:97]2[CH2:102][CH2:101][O:100][CH2:99][CH2:98]2)=[CH:22][CH:21]=4)[CH2:10][CH2:9]1)([O:3][C:4]([CH3:7])([CH3:6])[CH3:5])=[O:2] |f:3.4.5|. Reported procedure: To a stirred solution of 3-(4-Boc-1,4-diazepan-1-yl)-1-fluoro-7-bromo-10-Boc-phenothiazine (1.1 g, 2.0 mmol) in toluene (10 mL) Pd2(dba)3 (46 mg, 0.05 mmol), BINAP (31 mg, 0.018 mmol), Cs2CO3 (652 mg, 2.0 mmol) and morpholine (348 mg, 4.0 mmol) were added. The mixture was refluxed for 24 h. After that reaction mixture was filtered, solvent was removed under vacuum. Product was used without additional purification. The reactants are CC=1SC(=NN1)C1=CC=NC=C1 (2-methyl-5-(4-pyridyl)-1,3,4-thiadiazole), CN1C(=NC=C1[N+](=O)[O-])C=O (1-methyl-5-nitroimidazole-2-carboxaldehyde). The reagents and catalysts are [Cl-].[Cl-].[Zn+2] (ZnCl2). The solvent is C(C)(=O)O (acetic acid), C(C)(=O)OC(C)=O (acetic anhydride). Product: N1=CC=C(C=C1)C=1SC(=NN1)C=CC=1N(C(=CN1)[N+](=O)[O-])C (2-(4-pyridyl)-5-[2-(1-methyl-5-nitroimidazol-2-yl)-vinyl]-1,3,4-thiadiazole). RXN SMILES: [CH3:1][C:2]1[S:3][C:4]([C:7]2[CH:12]=[CH:11][N:10]=[CH:9][CH:8]=2)=[N:5][N:6]=1.[CH3:13][N:14]1[C:18]([N+:19]([O-:21])=[O:20])=[CH:17][N:16]=[C:15]1[CH:22]=O>C(O)(=O)C.C(OC(=O)C)(=O)C.[Cl-].[Cl-].[Zn+2]>[N:10]1[CH:11]=[CH:12][C:7]([C:4]2[S:3][C:2]([CH:1]=[CH:22][C:15]3[N:14]([CH3:13])[C:18]([N+:19]([O-:21])=[O:20])=[CH:17][N:16]=3)=[N:6][N:5]=2)=[CH:8][CH:9]=1 |f:4.5.6|. Reported procedure: 8.8 g of 2-methyl-5-(4-pyridyl)-1,3,4-thiadiazole and 7.7 g of 1-methyl-5-nitroimidazole-2-carboxaldehyde are heated with 0.2 g of ZnCl2 in a mixture of 50 ml of glacial acetic acid and 25 ml of acetic anhydride for 6 hours at reflux temperature. After cooling, the precipitated solid is suction filtered, washed with concentrated ammonia and recrystallized from dimethylformamide. The melting point of the product obtained is 240°-241° C. Reactants: C1(CC1)C(=O)C=1C=C(C=CC1)CC#N (m-(Cyclopropylcarbonyl)phenylacetonitrile), [OH-].[K+] (potassium hydroxide), O (water). Solvent: C(C)O (ethanol). Yields the product C1(CC1)C(=O)C=1C=C(C=CC1)CC(=O)O (m-(Cyclopropylcarbonyl)phenylacetic acid). Reaction SMILES: [CH:1]1([C:4]([C:6]2[CH:7]=[C:8]([CH2:12][C:13]#N)[CH:9]=[CH:10][CH:11]=2)=[O:5])[CH2:3][CH2:2]1.[OH-:15].[K+].[OH2:17]>C(O)C>[CH:1]1([C:4]([C:6]2[CH:7]=[C:8]([CH2:12][C:13]([OH:17])=[O:15])[CH:9]=[CH:10][CH:11]=2)=[O:5])[CH2:3][CH2:2]1 |f:1.2|. Reported procedure: m-(Cyclopropylcarbonyl)phenylacetonitrile (8.1 g) and potassium hydroxide (3.36 g) in water (50 ml) and ethanol (50 ml) were heated under reflux for 5 hours and cooled. The mixture was washed with chloroform (2× 50 ml), acidified to pH 1 with 5N hydrochloric acid and extracted with ethyl acetate (2× 75 ml). The extracts were combined, washed with water, dried over magnesium sulphate, filtered and evaporated. The residue was distilled under reduced pressure and the fraction b.p. 170°/0.1 mm colle...